This data is from the Open Reaction Database (ORD), a public repository of structured organic reaction records. The task is: describe an organic reaction: reactants, conditions, products, and yield Reactants: FC(C=1C=C(C=2C=CN=CC2C1)N)(F)F (7-(trifluoromethyl)isoquinolin-5-amine), FC(C1=CC=C(CN=C=O)C=C1)(F)F ([4-(trifluoromethyl)benzyl]isocyanate). Product: FC(C1=CC(=C2C=CN=CC2=C1)NC(=O)NCC1=CC=C(C=C1)C(F)(F)F)(F)F (N-[7-(trifluoromethyl)isoquinolin-5-yl]-N′-[4-(trifluoromethyl)benzyl]urea). As a reaction SMILES: [F:1][C:2]([F:15])([F:14])[C:3]1[CH:4]=[C:5]([NH2:13])[C:6]2[CH:7]=[CH:8][N:9]=[CH:10][C:11]=2[CH:12]=1.[F:16][C:17]([F:29])([F:28])[C:18]1[CH:27]=[CH:26][C:21]([CH2:22][N:23]=[C:24]=[O:25])=[CH:20][CH:19]=1>>[F:15][C:2]([F:1])([F:14])[C:3]1[CH:12]=[C:11]2[C:6]([CH:7]=[CH:8][N:9]=[CH:10]2)=[C:5]([NH:13][C:24]([NH:23][CH2:22][C:21]2[CH:20]=[CH:19][C:18]([C:17]([F:16])([F:29])[F:28])=[CH:27][CH:26]=2)=[O:25])[CH:4]=1. Reported procedure: Prepared from 7-(trifluoromethyl)isoquinolin-5-amine (Description 99) and [4-(trifluoromethyl)benzyl]isocyanate (Description 58) according to Description 61. m/z (ES+) 414 (M+H)+. Starting materials: O=C(CCC(F)(F)F)c1cccc(Br)c1, COCCOCCOC, [K+], NN, [OH-], O. The product is FC(F)(F)CCCc1cccc(Br)c1. Reaction SMILES: [Br:1][c:2]1[cH:3][c:4]([C:8]([CH2:9][CH2:10][C:11]([F:12])([F:13])[F:14])=[O:15])[cH:5][cH:6][cH:7]1.[CH3:21][O:22][CH2:23][CH2:24][O:25][CH2:26][CH2:27][O:28][CH3:29].[K+:20].[NH2:17][NH2:18].[OH-:19].[OH2:16]>>[Br:1][c:2]1[cH:3][c:4]([CH2:8][CH2:9][CH2:10][C:11]([F:12])([F:13])[F:14])[cH:5][cH:6][cH:7]1.